This data is from the Open Reaction Database (ORD), a public repository of structured organic reaction records. The task is: describe an organic reaction: reactants, conditions, products, and yield The reactants are CC(C)(C)O, CCOC(=O)c1c2n(c3c(F)c(N4CCNCC4)c(F)cc3c1=O)C(C)S2, [K+], [OH-], O. Product: CC1Sc2c(C(=O)O)c(=O)c3cc(F)c(N4CCNCC4)c(F)c3n21. As a reaction SMILES: [CH3:30][C:31]([OH:32])([CH3:33])[CH3:34].[F:1][c:2]1[cH:3][c:4]2[c:5](=[O:27])[c:6]([C:22](=[O:23])[O:24][CH2:25][CH3:26])[c:7]3[n:8]([c:9]2[c:10]([F:18])[c:11]1[N:12]1[CH2:13][CH2:14][NH:15][CH2:16][CH2:17]1)[CH:19]([CH3:21])[S:20]3.[K+:29].[OH-:28].[OH2:35]>>[F:1][c:2]1[cH:3][c:4]2[c:5](=[O:27])[c:6]([C:22](=[O:23])[OH:24])[c:7]3[n:8]([c:9]2[c:10]([F:18])[c:11]1[N:12]1[CH2:13][CH2:14][NH:15][CH2:16][CH2:17]1)[CH:19]([CH3:21])[S:20]3.